From a dataset of the Open Reaction Database (ORD), a public repository of structured organic reaction records. describe an organic reaction: reactants, conditions, products, and yield The reactants are F[B-](F)(F)F, CCN(C(C)C)C(C)C, Cl, O=C(O)c1cc(Nc2ccc3c(c2)CC2(C3)C(=O)Nc3ncccc32)ncn1, CN(C)C=O, CN(C)C(On1nnc2ccccc21)=[N+](C)C, c1nc2c(s1)CCNCC2. Product: O=C(c1cc(Nc2ccc3c(c2)CC2(C3)C(=O)Nc3ncccc32)ncn1)N1CCc2ncsc2CC1. Reaction SMILES: [B-:49]([F:50])([F:51])([F:52])[F:53].[CH:40]([N:41]([CH2:42][CH3:43])[CH:44]([CH3:45])[CH3:46])([CH3:47])[CH3:48].[ClH:1].[O:2]=[C:3]1[NH:4][c:5]2[n:6][cH:7][cH:8][cH:9][c:10]2[C:11]12[CH2:12][c:13]1[cH:14][cH:15][c:16]([NH:20][c:21]3[cH:22][c:23]([C:27](=[O:28])[OH:29])[n:24][cH:25][n:26]3)[cH:17][c:18]1[CH2:19]2.[O:71]=[CH:72][N:73]([CH3:74])[CH3:75].[n:54]1([O:55][C:56]([N:57]([CH3:58])[CH3:59])=[N+:60]([CH3:61])[CH3:62])[c:63]2[cH:64][cH:65][cH:66][cH:67][c:68]2[n:69][n:70]1.[s:30]1[cH:31][n:32][c:33]2[c:39]1[CH2:38][CH2:37][NH:36][CH2:35][CH2:34]2>>[O:2]=[C:3]1[NH:4][c:5]2[n:6][cH:7][cH:8][cH:9][c:10]2[C:11]12[CH2:12][c:13]1[cH:14][cH:15][c:16]([NH:20][c:21]3[cH:22][c:23]([C:27](=[O:29])[N:36]4[CH2:35][CH2:34][c:33]5[n:32][cH:31][s:30][c:39]5[CH2:38][CH2:37]4)[n:24][cH:25][n:26]3)[cH:17][c:18]1[CH2:19]2.